From a dataset of the Open Reaction Database (ORD), a public repository of structured organic reaction records. describe an organic reaction: reactants, conditions, products, and yield Starting materials: ONC(CC(CCCCC1=CC=CC=C1)SC1=CC(=C(C=C1)OC)OC)=O ((±)-N-hydroxy-3-(3,4-dimethoxyphenyl)sulfanyl-7-phenylheptanamide), C1=CC(=CC(=C1)Cl)C(=O)OO (m-CPBA), C(C)O (Ethanol). The solvent is C(Cl)Cl (CH2Cl2). Conditions: time 10 minute. Yields the product ONC(CC(CCCCC1=CC=CC=C1)S(=O)C1=CC(=C(C=C1)OC)OC)=O ((±)-N-hydroxy-3-(3,4-dimethoxyphenyl)sulfinyl-7-phenylheptanamide). Yield: 38.1%. As a reaction SMILES: [OH:1][NH:2][C:3](=[O:27])[CH2:4][CH:5]([S:16][C:17]1[CH:22]=[CH:21][C:20]([O:23][CH3:24])=[C:19]([O:25][CH3:26])[CH:18]=1)[CH2:6][CH2:7][CH2:8][CH2:9][C:10]1[CH:15]=[CH:14][CH:13]=[CH:12][CH:11]=1.C1C=C(Cl)C=C(C(OO)=[O:36])C=1.C(O)C>C(Cl)Cl>[OH:1][NH:2][C:3](=[O:27])[CH2:4][CH:5]([S:16]([C:17]1[CH:22]=[CH:21][C:20]([O:23][CH3:24])=[C:19]([O:25][CH3:26])[CH:18]=1)=[O:36])[CH2:6][CH2:7][CH2:8][CH2:9][C:10]1[CH:15]=[CH:14][CH:13]=[CH:12][CH:11]=1. Procedure: To a solution of (±)-N-hydroxy-3-(3,4-dimethoxyphenyl)sulfanyl-7-phenylheptanamide (1.26 g, 3.24 mmol) in anhydrous CH2Cl2 (20 mL) at 0° C. is added m-CPBA (0.56 g, 3.24 mmol) in one portion. The mixture is stirred for 10 minutes after which TLC analysis indicated complete reaction. Ethanol (2 mL) is added and the mixture is partitioned between water (100 mL) and EtOAc (100 mL). Aqueous layer is extracted with EtOAc (2×50 mL) and combined organic phases are washed successively with 5% aqueous Na...